This data is from the Open Reaction Database (ORD), a public repository of structured organic reaction records. The task is: describe an organic reaction: reactants, conditions, products, and yield Starting materials: Cl.NCCC(=O)NNC(=O)N1C2=C(OC3=C(C1)C=CC=C3)C=CC(=C2)Cl (8-chlorodibenz[b,f][1,4]oxazepine-10(11H)-carboxylic acid, 2-(3-amino-1-oxopropyl)hydrazide, monohydrochloride), S1C(=CC=C1)S(=O)(=O)Cl (2-thiophenesulfonyl chloride). Product: ClC1=CC2=C(OC3=C(CN2C(=O)O)C=CC=C3)C=C1 (8-chlorodibenz[b,f][1,4]oxazepine-10(11H)-carboxylic acid), product. Isolated yield 50.0%. As a reaction SMILES: Cl.NCCC(NN[C:9]([N:11]1[CH2:17][C:16]2[CH:18]=[CH:19][CH:20]=[CH:21][C:15]=2[O:14][C:13]2[CH:22]=[CH:23][C:24]([Cl:26])=[CH:25][C:12]1=2)=[O:10])=O.S1C=CC=C1S(Cl)(=O)=[O:33]>>[Cl:26][C:24]1[CH:23]=[CH:22][C:13]2[O:14][C:15]3[CH:21]=[CH:20][CH:19]=[CH:18][C:16]=3[CH2:17][N:11]([C:9]([OH:10])=[O:33])[C:12]=2[CH:25]=1 |f:0.1|. Reported procedure: 8-chlorodibenz[b,f][1,4]oxazepine-10(11H)-carboxylic acid, 2-[1-oxo-3-[(2-thienylsulfonyl)amino]propyl hydrazide (30) was prepared from 8-chlorodibenz[b,f][1,4]oxazepine-10(11H)-carboxylic acid, 2-(3-amino-1-oxopropyl)hydrazide, monohydrochloride (9), prepared as described above in Example 9, and 2-thiophenesulfonyl chloride in the same manner as described in Example 10 on a 1.9 mmol scale to yield 0.48 g (50%) of product.